describe an organic reaction: reactants, conditions, products, and yield From a dataset of the Open Reaction Database (ORD), a public repository of structured organic reaction records. Starting materials: Cl.ClCC1=CC=C(C(=O)NC2=CC(=C(C=C2)C)NC2=NC=CC(=N2)C=2C=NC=CC2)C=C1 (4-chloromethyl-N-[4-methyl-3-(4-pyridin-3-yl-pyrimidin-2-ylamino)-phenyl]-benzamide hydrochloride), C(C)N1CCNCC1 (N-ethylpiperazine). The solvent is C(C)O (ethanol). Yields the product C(C)N1CCN(CC1)CC1=CC=C(C(=O)NC2=CC(=C(C=C2)C)NC2=NC=CC(=N2)C=2C=NC=CC2)C=C1 (4-(4-ethyl-piperazin-1-ylmethyl)-N-[4-methyl-3-(4-pyridin-3-yl-pyrimidin-2-ylamino)-phenyl]-benzamide). RXN SMILES: Cl.Cl[CH2:3][C:4]1[CH:32]=[CH:31][C:7]([C:8]([NH:10][C:11]2[CH:16]=[CH:15][C:14]([CH3:17])=[C:13]([NH:18][C:19]3[N:24]=[C:23]([C:25]4[CH:26]=[N:27][CH:28]=[CH:29][CH:30]=4)[CH:22]=[CH:21][N:20]=3)[CH:12]=2)=[O:9])=[CH:6][CH:5]=1.[CH2:33]([N:35]1[CH2:40][CH2:39][NH:38][CH2:37][CH2:36]1)[CH3:34]>C(O)C>[CH2:33]([N:35]1[CH2:40][CH2:39][N:38]([CH2:3][C:4]2[CH:32]=[CH:31][C:7]([C:8]([NH:10][C:11]3[CH:16]=[CH:15][C:14]([CH3:17])=[C:13]([NH:18][C:19]4[N:24]=[C:23]([C:25]5[CH:26]=[N:27][CH:28]=[CH:29][CH:30]=5)[CH:22]=[CH:21][N:20]=4)[CH:12]=3)=[O:9])=[CH:6][CH:5]=2)[CH2:37][CH2:36]1)[CH3:34] |f:0.1|. Procedure details: A suspension of 466 mg (1 mmol) of 4-chloromethyl-N-[4-methyl-3-(4-pyridin-3-yl-pyrimidin-2-ylamino)-phenyl]-benzamide hydrochloride in 25 ml of dry ethanol is treated with 381 μl (3 mmol) N-ethylpiperazine and then heated under reflux for 16 hours. The yellow solution is cooled to room temperature and decanted from a small amount of a brown insoluble residue which forms on the wall of the flask. The solvent is evaporated and the residue taken up in citric acid solution (10% w/w) and washed with...